This data is from the Open Reaction Database (ORD), a public repository of structured organic reaction records. The task is: describe an organic reaction: reactants, conditions, products, and yield The yield is 63.0%. Product: C1(CCCC1)N(C=1C(=C(C(=O)NCC=2C(NC(=CC2C)C)=O)C=C(C1)C=1CCN(CC1)C)C)C (3-(cyclopentyl(methyl)amino)-N-((4,6-dimethyl-2-oxo-1,2-dihydropyridin-3-yl)methyl)-2-methyl-5-(1-methyl-1,2,3,6-tetrahydropyridin-4-yl)benzamide). Solvent: CO (methanol). The reactants are C=O (formalin), C1(CCCC1)N(C=1C(=C(C(=O)NCC=2C(NC(=CC2C)C)=O)C=C(C1)C=1CCNCC1)C)C (3-(Cyclopentyl(methyl)amino)-N-((4,6-dimethyl-2-oxo-1,2-dihydropyridin-3-yl)methyl)-2-methyl-5-(1,2,3,6-tetrahydropyridin-4-yl)benzamide), C(#N)[BH3-].[Na+] (Sodium cyanoborohydride). Reaction conditions: temperature 0 celsius, time 30 minute. As a reaction SMILES: [CH:1]1([N:6]([CH3:33])[C:7]2[C:8]([CH3:32])=[C:9]([CH:23]=[C:24]([C:26]3[CH2:27][CH2:28][NH:29][CH2:30][CH:31]=3)[CH:25]=2)[C:10]([NH:12][CH2:13][C:14]2[C:15](=[O:22])[NH:16][C:17]([CH3:21])=[CH:18][C:19]=2[CH3:20])=[O:11])[CH2:5][CH2:4][CH2:3][CH2:2]1.C=O.[C:36]([BH3-])#N.[Na+]>CO>[CH:1]1([N:6]([CH3:33])[C:7]2[C:8]([CH3:32])=[C:9]([CH:23]=[C:24]([C:26]3[CH2:27][CH2:28][N:29]([CH3:36])[CH2:30][CH:31]=3)[CH:25]=2)[C:10]([NH:12][CH2:13][C:14]2[C:15](=[O:22])[NH:16][C:17]([CH3:21])=[CH:18][C:19]=2[CH3:20])=[O:11])[CH2:2][CH2:3][CH2:4][CH2:5]1 |f:2.3|. Procedure details: 3-(Cyclopentyl(methyl)amino)-N-((4,6-dimethyl-2-oxo-1,2-dihydropyridin-3-yl)methyl)-2-methyl-5-(1,2,3,6-tetrahydropyridin-4-yl)benzamide (0.100 g, 0.223 mmol) was dissolved in methanol (5 mL) and cooled to 0° C., formalin (0.067 g, 0.19 mL, 2.23 mmol) was added. Resulting reaction mass was stirred at same temperature for 30 minutes. Sodium cyanoborohydride (0.041 g, 0.66 mmol) was added to above reaction mass and stirred at room temperature for 4 h. After completion, solvent were removed under r... Reactants: [Li]CCCC, COC(=O)C(C)(C)CC(CC=O)CCCCO[Si](C)(C)C(C)(C)C, CCCCCC, [Cl-], C1CCOC1, c1ccc([P+](Cc2cccnc2)(c2ccccc2)c2ccccc2)cc1. The product is COC(=O)C(C)(C)CC(CC=Cc1cccnc1)CCCCO[Si](C)(C)C(C)(C)C. Reaction SMILES: [CH2:28]([Li:29])[CH2:30][CH2:31][CH3:32].[CH3:33][C:34]([C:35](=[O:36])[O:37][CH3:38])([CH2:39][CH:40]([CH2:41][CH2:42][CH2:43][CH2:44][O:45][Si:46]([CH3:47])([CH3:48])[C:49]([CH3:50])([CH3:51])[CH3:52])[CH2:53][CH:54]=[O:55])[CH3:56].[CH3:62][CH2:63][CH2:64][CH2:65][CH2:66][CH3:67].[Cl-:1].[O:57]1[CH2:58][CH2:59][CH2:60][CH2:61]1.[n:2]1[cH:3][c:4]([CH2:8][P+:9]([c:10]2[cH:11][cH:12][cH:13][cH:14][cH:15]2)([c:16]2[cH:17][cH:18][cH:19][cH:20][cH:21]2)[c:22]2[cH:23][cH:24][cH:25][cH:26][cH:27]2)[cH:5][cH:6][cH:7]1>>[n:2]1[cH:3][c:4]([CH:8]=[CH:54][CH2:53][CH:40]([CH2:39][C:34]([CH3:33])([C:35](=[O:36])[O:37][CH3:38])[CH3:56])[CH2:41][CH2:42][CH2:43][CH2:44][O:45][Si:46]([CH3:47])([CH3:48])[C:49]([CH3:50])([CH3:51])[CH3:52])[cH:5][cH:6][cH:7]1. The reactants are C(#N)C=1C(NC(N(C1CC)NC1=C(C=CC=C1)C)=O)=O (5-cyano-6-ethyl-1-(2-methylanilino)-2,4-pyrimidinedione), C(CC)(OCC)(OCC)OCC (triethyl orthopropionate), C(C)(OCC)(OCC)OCC (triethyl orthoacetate). Yields the product C(#N)C(C(=O)NC(=O)OCC)=C(CC)OCC (α-cyano-β-ethoxy-β-ethyl-N-ethoxycarbonylacrylamide). RXN SMILES: [C:1]([C:3]1[C:4](=[O:20])[NH:5]C(=O)N(NC2C=CC=CC=2C)C=1CC)#[N:2].[C:21]([O:30][CH2:31][CH3:32])(OCC)(OCC)[CH2:22][CH3:23].[C:33]([O:41]CC)([O:38][CH2:39][CH3:40])(OCC)C>>[C:1]([C:3](=[C:21]([O:30][CH2:31][CH3:32])[CH2:22][CH3:23])[C:4]([NH:5][C:33]([O:38][CH2:39][CH3:40])=[O:41])=[O:20])#[N:2]. Procedure: In the same manner, 5-cyano-6-ethyl-1-(2-methylanilino)-2,4-pyrimidinedione is made by using triethyl orthopropionate rather than triethyl orthoacetate to give α-cyano-β-ethoxy-β-ethyl-N-ethoxycarbonylacrylamide, which is reacted with 2-methylphenylhydrazine, followed by cyclization. Reactants: N1C=NC2=C1C=CC(=C2)N (1H-benzo[d]imidazol-5-amine), C(OC(C[N+]#[C-])(C)C)(OC)=O (1-isocyano-2-methylpropan-2-yl methyl carbonate), CC(C)([O-])C.[Na+] (sodium tert.-butoxide), C(CCC)OC1=CC=C(C=O)C=C1 (4-butoxybenzaldehyde), C(C)OC(=O)CC(=O)O (2-(ethoxycarbonyl)acetic acid). The product is N1C=NC2=C1C=CC(=C2)N2C(CC(C2C2=CC=C(C=C2)OCCCC)=O)=O (1-(1H-Benzo[d]imidazol-5-yl)-5-(4-butoxyphenyl)-pyrrolidine-2,4-dione). RXN SMILES: [NH:1]1[C:5]2[CH:6]=[CH:7][C:8]([NH2:10])=[CH:9][C:4]=2[N:3]=[CH:2]1.[CH2:11]([O:15][C:16]1[CH:23]=[CH:22][C:19]([CH:20]=O)=[CH:18][CH:17]=1)[CH2:12][CH2:13][CH3:14].C([O:26][C:27]([CH2:29][C:30](O)=[O:31])=O)C.C(=O)(OC)OC(C)(C)C[N+]#[C-].CC(C)([O-])C.[Na+]>>[NH:1]1[C:5]2[CH:6]=[CH:7][C:8]([N:10]3[CH:20]([C:19]4[CH:22]=[CH:23][C:16]([O:15][CH2:11][CH2:12][CH2:13][CH3:14])=[CH:17][CH:18]=4)[C:27](=[O:26])[CH2:29][C:30]3=[O:31])=[CH:9][C:4]=2[N:3]=[CH:2]1 |f:4.5|. Procedure: The compound was synthesized starting from 1H-benzo[d]imidazol-5-amine (0.798 g, 6 mmol), 4-butoxybenzaldehyde (1.0 g, 6 mmol), 2-(ethoxycarbonyl)acetic acid (0.79 g, 6 mmol), 1-isocyano-2-methylpropan-2-yl methyl carbonate (0.943 g, 6 mmol) and sodium tert.-butoxide (0.572 g, 5 mmol) according to method 3. Reactants: BrC=1C=C(C=CC1F)C1=CN=C2N1C=CC(=N2)C(F)(F)F (3-(3-bromo-4-fluorophenyl)-7-trifluoromethylimidazo[1,2-α]pyrimidine), C(CCC)[Sn](C1=CC=NC=C1)(CCCC)CCCC (4-(tri-n-butylstannyl)pyridine), N#N (N2). Reagents/catalysts: C=1C=CC(=CC1)[P](C=2C=CC=CC2)(C=3C=CC=CC3)[Pd]([P](C=4C=CC=CC4)(C=5C=CC=CC5)C=6C=CC=CC6)([P](C=7C=CC=CC7)(C=8C=CC=CC8)C=9C=CC=CC9)[P](C=1C=CC=CC1)(C=1C=CC=CC1)C=1C=CC=CC1 (Tetrakis(triphenylphosphine)palladium(0)), [Cu]I (copper(I) iodide). Run in CN(C(C)=O)C (N,N-dimethylacetamide). Reaction conditions: temperature 80 celsius. Yields the product FC1=C(C=C(C=C1)C1=CN=C2N1C=CC(=N2)C(F)(F)F)C2=CC=NC=C2 (3-[4-fluoro-3-(pyridin-4-yl)phenyl]-7-trifluoromethylimidazo[1,2-α]pyrimidine). Reaction SMILES: Br[C:2]1[CH:3]=[C:4]([C:9]2[N:13]3[CH:14]=[CH:15][C:16]([C:18]([F:21])([F:20])[F:19])=[N:17][C:12]3=[N:11][CH:10]=2)[CH:5]=[CH:6][C:7]=1[F:8].C([Sn](CCCC)(CCCC)[C:27]1[CH:32]=[CH:31][N:30]=[CH:29][CH:28]=1)CCC.N#N>CN(C)C(=O)C.C1C=CC([P]([Pd]([P](C2C=CC=CC=2)(C2C=CC=CC=2)C2C=CC=CC=2)([P](C2C=CC=CC=2)(C2C=CC=CC=2)C2C=CC=CC=2)[P](C2C=CC=CC=2)(C2C=CC=CC=2)C2C=CC=CC=2)(C2C=CC=CC=2)C2C=CC=CC=2)=CC=1.[Cu]I>[F:8][C:7]1[CH:6]=[CH:5][C:4]([C:9]2[N:13]3[CH:14]=[CH:15][C:16]([C:18]([F:21])([F:20])[F:19])=[N:17][C:12]3=[N:11][CH:10]=2)=[CH:3][C:2]=1[C:27]1[CH:32]=[CH:31][N:30]=[CH:29][CH:28]=1 |^1:52,54,73,92|. Procedure: A solution of 3-(3-bromo-4-fluorophenyl)-7-trifluoromethylimidazo[1,2-α]pyrimidine (70 mg, 0.19 mmol) and 4-(tri-n-butylstannyl)pyridine (107 mg, 0.29 mmol) in N,N-dimethylacetamide (3 ml) was degassed with N2. Tetrakis(triphenylphosphine)palladium(0) (30 mg, 0.026 mmol) and copper(I) iodide (15 mg, 0.079 mmol) was added and the mixture heated at 80° C. for 6 h. The solvent was evaporated in vacuo and the residue partitioned between dichloromethane and water, separated and the aqueous re-extract...